From a dataset of the Open Reaction Database (ORD), a public repository of structured organic reaction records. describe an organic reaction: reactants, conditions, products, and yield Reactants: CCOCC (ether), COC(=O)C1=CC=C2C(=CC=NC2=C1)Cl (7-Methyloxycarbonyl-4-chloroquinoline), [H-].[Al+3].[Li+].[H-].[H-].[H-] (lithium aluminum hydride). Solvent: C1CCOC1 (THF), C1CCOC1 (THF). Conditions: temperature -45 celsius. Product: OCC1=CC=C2C(=CC=NC2=C1)Cl (7-Hydroxymethyl-4-chloroquinoline). Reaction SMILES: C[O:2][C:3]([C:5]1[CH:14]=[C:13]2[C:8]([C:9]([Cl:15])=[CH:10][CH:11]=[N:12]2)=[CH:7][CH:6]=1)=O.CCOCC.[H-].[Al+3].[Li+].[H-].[H-].[H-]>C1COCC1>[OH:2][CH2:3][C:5]1[CH:14]=[C:13]2[C:8]([C:9]([Cl:15])=[CH:10][CH:11]=[N:12]2)=[CH:7][CH:6]=1 |f:2.3.4.5.6.7|. Procedure: 7-Methyloxycarbonyl-4-chloroquinoline (2.1 g, 9.5 mmol) is dissolved in anhydrous THF (25 mL) and anhydrous ether (200 mL). The solution is cooled in a dry ice/acetone bath and treated 1 M lithium aluminum hydride in THF (11.0 mL, 11 mmol). The solution is warmed (approximately −45° C.) for 20 min. and quenched with ethyl acetate. The solution is diluted with ether (100 mL) and treated with water (36 mL), 15% NaOH (36 mL) and water (3×36 mL) in succession. The mixture is filtered and evaporated ... The reactants are C(C1=CC=CC=C1)N1C2=CC(=CC=C2C=2C(CCCC12)=O)OC (9-benzyl-7-methoxy-1,2,3,9-tetrahydro-4H-carbazol-4-one), O1CCOCC1 (p-dioxane), [Br-].[Li+] (Lithium bromide), C([O-])([O-])=O.[Li+].[Li+] (lithium carbonate). The reagents and catalysts are [Cu](Cl)Cl (copper (II) chloride). Run in C(CO)O (ethylene glycol). Conditions: temperature 120 celsius. The product is C(C1=CC=CC=C1)N1C2=CC(=CC=C2C=2C(=CC=CC12)O)OC (9-Benzyl-7-methoxy-9H-carbazol-4-ol). The yield is 61.0%. RXN SMILES: [CH2:1]([N:8]1[C:20]2[CH2:19][CH2:18][CH2:17][C:16](=[O:21])[C:15]=2[C:14]2[C:9]1=[CH:10][C:11]([O:22][CH3:23])=[CH:12][CH:13]=2)[C:2]1[CH:7]=[CH:6][CH:5]=[CH:4][CH:3]=1.O1CCOCC1.[Br-].[Li+].C(=O)([O-])[O-].[Li+].[Li+]>[Cu](Cl)Cl.C(O)CO>[CH2:1]([N:8]1[C:20]2[CH:19]=[CH:18][CH:17]=[C:16]([OH:21])[C:15]=2[C:14]2[C:9]1=[CH:10][C:11]([O:22][CH3:23])=[CH:12][CH:13]=2)[C:2]1[CH:3]=[CH:4][CH:5]=[CH:6][CH:7]=1 |f:2.3,4.5.6|. Reported procedure: To a mixture of 9-benzyl-7-methoxy-1,2,3,9-tetrahydro-4H-carbazol-4-one (1.65 g, 5.4 mmol) in 1:1 p-dioxane:ethylene glycol (50 mL) at 80° C. is added copper (II) chloride (3.6 g, 27 mmol). The mixture is heated for 17 minutes. The mixture is partitioned between water and ethyl acetate. The layers are separated and the ethyl acetate layer washed twice with water (200 mL). The ethyl acetate is dried over anhydrous sodium sulfate, filtered, and concentrated. The residue is dissolved in DMF (50 mL)...